From a dataset of the Open Reaction Database (ORD), a public repository of structured organic reaction records. describe an organic reaction: reactants, conditions, products, and yield Starting materials: CC(C)(C)N, CC1=C(C)C(C)C([Si](C)(C)[Si](C)(C)Cl)=C1C. Product: CC1=C(C)C(C)C([Si](C)(C)[Si](C)(C)NC(C)(C)C)=C1C. RXN SMILES: [C:17]([CH3:18])([CH3:19])([CH3:20])[NH2:21].[Cl:1][Si:2]([Si:3]([CH3:4])([CH3:5])[C:6]1=[C:7]([CH3:14])[C:8]([CH3:13])=[C:9]([CH3:12])[CH:10]1[CH3:11])([CH3:15])[CH3:16]>>[Si:2]([Si:3]([CH3:4])([CH3:5])[C:6]1=[C:7]([CH3:14])[C:8]([CH3:13])=[C:9]([CH3:12])[CH:10]1[CH3:11])([CH3:15])([CH3:16])[NH:21][C:17]([CH3:18])([CH3:19])[CH3:20]. RXN SMILES: [H-].[H-].[H-].[H-].[Li+].[Al+3].[CH3:7][C:8]1[CH:9]=[C:10]2[C:19]3[CH:18]=[CH:17][CH:16]=[CH:15][C:14]=3[N:13]([CH2:20][CH2:21][C:22](OC)=[O:23])[C:12](=O)[N:11]2[CH:27]=1.O.[OH-].[Na+]>CCOCC>[OH:23][CH2:22][CH2:21][CH2:20][N:13]1[C:14]2[CH:15]=[CH:16][CH:17]=[CH:18][C:19]=2[C:10]2=[CH:9][C:8]([CH3:7])=[CH:27][N:11]2[CH2:12]1 |f:0.1.2.3.4.5,8.9|. Reactants: [H-].[H-].[H-].[H-].[Li+].[Al+3] (LiAlH4), [OH-].[Na+] (NaOH), CC=1C=C2N(C(N(C=3C=CC=CC23)CCC(=O)OC)=O)C1 (2-Methyl-6-(β-carbomethoxyethyl)pyrrolo[1,2-c]quinazolin-5-one), O (H2O), O (H2O). Product: OCCCN1CN2C(C=3C=CC=CC13)=CC(=C2)C (6-(3-Hydroxypropyl)-2-methyl-5,6-dihydropyrrolo[1,2-c]quinazoline). Procedure: LiAlH4 (2.88 g, 0.076 m) was slurried in ether (250 ml) and to this was added a solution of the product of Example XXXV (5.5 g, 0.019 m) in ether (100 ml). The reaction mixture was stirred at ambient temperature for 1/2 hr. To the reaction mixture was added dropwise and successively H2O (3.0 ml), NaOH (3.0 ml of 15% aqueous), and H2O (9.0 ml). The resulting precipitate was filtered and washed with ether. The solvent was removed in vacuo from the filtrate and the residue crystallized from pentane... Run at time 0.5 hour. Solvent: CCOCC (ether), CCOCC (ether). Reactants: CCN=C=NCCCN(C)C, ClCCl, Cl, FC(F)(F)c1ccc2c(c1)CNCC2, O=C(O)CN1CCCC(c2ccccc2)C1=O. Yields the product O=C(CN1CCCC(c2ccccc2)C1=O)N1CCc2ccc(C(F)(F)F)cc2C1. RXN SMILES: [CH2:33]([N:34]=[C:35]=[N:36][CH2:37][CH2:38][CH2:39][N:40]([CH3:41])[CH3:42])[CH3:43].[Cl:44][CH2:45][Cl:46].[ClH:1].[F:2][C:3]([c:4]1[cH:5][cH:6][c:7]2[c:12]([cH:13]1)[CH2:11][NH:10][CH2:9][CH2:8]2)([F:14])[F:15].[O:16]=[C:17]1[N:18]([CH2:29][C:30](=[O:31])[OH:32])[CH2:19][CH2:20][CH2:21][CH:22]1[c:23]1[cH:24][cH:25][cH:26][cH:27][cH:28]1>>[F:2][C:3]([c:4]1[cH:5][cH:6][c:7]2[c:12]([cH:13]1)[CH2:11][N:10]([C:30]([CH2:29][N:18]1[C:17](=[O:16])[CH:22]([c:23]3[cH:24][cH:25][cH:26][cH:27][cH:28]3)[CH2:21][CH2:20][CH2:19]1)=[O:31])[CH2:9][CH2:8]2)([F:14])[F:15]. The reactants are Cl[Cu], Cl, O=N[O-], NC(N)=O, CCc1cc(N)ccc1[N+](=O)[O-], [Na+], O. Yields the product CCc1cc(Cl)ccc1[N+](=O)[O-]. RXN SMILES: [Cl:23][Cu:24].[ClH:21].[N:13]([O-:14])=[O:15].[NH2:17][C:18](=[O:19])[NH2:20].[NH2:1][c:2]1[cH:3][cH:4][c:5]([N+:10](=[O:11])[O-:12])[c:6]([CH2:8][CH3:9])[cH:7]1.[Na+:16].[OH2:22]>>[c:2]1([Cl:21])[cH:3][cH:4][c:5]([N+:10](=[O:11])[O-:12])[c:6]([CH2:8][CH3:9])[cH:7]1. The reactants are C(C1CO1)N1C=CC2=CC(=CC=C12)F (1-N-Glycidyl-5-fluoro-indole), N1CCC(C=C1)C1=CNC2=CC=CC=C12 (3-(4-tetrahydropyridinyl)indole). Yields the product FC=1C=C2C=CN(C2=CC1)CC(CN1CCC(=CC1)C1=CNC2=CC=CC=C12)O (1-(5-Fluoro-indol-1-yl)-3-[4-(1H-indol-3-yl)-3,6-dihydro-2H-pyridin-1-yl]-propan-2-ol). Isolated yield 77.9%. RXN SMILES: [CH2:1]([N:5]1[C:13]2[C:8](=[CH:9][C:10]([F:14])=[CH:11][CH:12]=2)[CH:7]=[CH:6]1)[CH:2]1[O:4][CH2:3]1.[NH:15]1[CH:20]=[CH:19][CH:18]([C:21]2[C:29]3[C:24](=[CH:25][CH:26]=[CH:27][CH:28]=3)[NH:23][CH:22]=2)[CH2:17][CH2:16]1>>[F:14][C:10]1[CH:9]=[C:8]2[C:13](=[CH:12][CH:11]=1)[N:5]([CH2:1][CH:2]([OH:4])[CH2:3][N:15]1[CH2:16][CH:17]=[C:18]([C:21]3[C:29]4[C:24](=[CH:25][CH:26]=[CH:27][CH:28]=4)[NH:23][CH:22]=3)[CH2:19][CH2:20]1)[CH:6]=[CH:7]2. Reported procedure: A methanolic solution of 1-N-glycidyl-5-fluoroindole (0.52 g, 3.0 mmole) from example 1 and 3-(4-tetrahydropyridinyl)indole (0.59 g, 3.0 mmole) was refluxed under nitrogen for 15 hours. The reaction mixture was concentrated in vacuo and the product purified by flash silica gel chromatography (ethyl acetate) to afford the titled compound as a light yellow colored solid (0.91 g, 78% yield). Treatment with a 0.25 M ethanolic solution of fumaric acid (0.5 equivalents) gave the required salt as a yel... The reactants are N([C@@H](CC1=CC=CC=C1)C(=O)O)C(=O)OCC1=CC=CC=C1 (Cbz-Phe), C=1C=CC2=C(C1)N=NN2O (HOBT), CN1CCOCC1 (NMM), C(CCl)Cl (EDC), N([C@@H](CC1=CC=CC=C1)C(=O)NCCNC(=O)OC(C)(C)C)C(=O)OCC1=CC=CC=C1 (Cbz-Phe-NH—C2H4—NH-Boc). Reagents/catalysts: [C].[Pd] (palladium carbon). Solvent: O (Water), CN(C=O)C (dimethylformamide), CO (methanol). Conditions: time 1 day. The product is N([C@@H](CC1=CC=CC=C1)C(=O)N[C@@H](CC1=CC=CC=C1)C(=O)NCCNC(=O)OC(C)(C)C)C(=O)OCC1=CC=CC=C1 (Cbz-PhePhe-NH—C2H4—NH-Boc). Isolated yield 99.3%. Reaction SMILES: [NH:1]([C:23](OCC1C=CC=CC=1)=[O:24])[C@H:2]([C:10]([NH:12][CH2:13][CH2:14][NH:15][C:16]([O:18][C:19]([CH3:22])([CH3:21])[CH3:20])=[O:17])=[O:11])[CH2:3][C:4]1[CH:9]=[CH:8][CH:7]=[CH:6][CH:5]=1.[NH:33]([C:45]([O:47][CH2:48][C:49]1[CH:54]=[CH:53][CH:52]=[CH:51][CH:50]=1)=[O:46])[C@H:34](C(O)=O)[CH2:35][C:36]1[CH:41]=[CH:40][CH:39]=[CH:38][CH:37]=1.C1C=CC2N(O)N=NC=2C=1.CN1CCOCC1.C(Cl)CCl>CO.CN(C)C=O.[C].[Pd].O>[NH:33]([C:45]([O:47][CH2:48][C:49]1[CH:54]=[CH:53][CH:52]=[CH:51][CH:50]=1)=[O:46])[C@H:34]([C:23]([NH:1][C@H:2]([C:10]([NH:12][CH2:13][CH2:14][NH:15][C:16]([O:18][C:19]([CH3:20])([CH3:21])[CH3:22])=[O:17])=[O:11])[CH2:3][C:4]1[CH:5]=[CH:6][CH:7]=[CH:8][CH:9]=1)=[O:24])[CH2:35][C:36]1[CH:41]=[CH:40][CH:39]=[CH:38][CH:37]=1 |f:7.8|. Procedure details: Compound 1a (9.69 g, 21.9 mmol) was dissolved in 200 mL of methanol, to which 500 mg of 10% palladium carbon was then added, followed by stirring at room temperature for one day under an atmosphere of hydrogen. The catalyst was filtered off from the reaction mixture, followed by concentration under reduced pressure. This residue, Cbz-Phe (6.92 g, 23.1 mmol), HOBT (3.71 g, 24.2 mmol), and NMM (2.66 mL, 24.2 mmol) were dissolved in 50 mL of dimethylformamide (DMF), to which EDC (4.64 g, 24.2 mmol)... Starting materials: CCC(=O)O, Cc1ccc2c(O)ccnc2c1, O=[N+]([O-])O. The product is Cc1ccc2c(O)c([N+](=O)[O-])cnc2c1. Reaction SMILES: [CH3:17][CH2:18][C:19](=[O:20])[OH:21].[CH3:5][c:6]1[cH:7][cH:8][c:9]2[c:10]([OH:16])[cH:11][cH:12][n:13][c:14]2[cH:15]1.[OH:1][N+:2]([O-:3])=[O:4]>>[O-:1][N+:2](=[O:4])[c:11]1[c:10]([OH:16])[c:9]2[cH:8][cH:7][c:6]([CH3:5])[cH:15][c:14]2[n:13][cH:12]1.